Dataset: the Open Reaction Database (ORD), a public repository of structured organic reaction records. Task: describe an organic reaction: reactants, conditions, products, and yield Reactants: CCCCC1(CCC(C)=O)CCc2cc(OC)ccc2C1=O, C1CCNC1, CC(=O)O, Cc1ccccc1. Yields the product CCCCC12CCC(=O)C=C1c1ccc(OC)cc1CC2. RXN SMILES: [CH2:1]([CH2:2][CH2:3][CH3:4])[C:5]1([CH2:18][CH2:19][C:20]([CH3:21])=[O:22])[C:6](=[O:17])[c:7]2[cH:8][cH:9][c:10]([O:15][CH3:16])[cH:11][c:12]2[CH2:13][CH2:14]1.[CH2:23]1[CH2:24][NH:25][CH2:26][CH2:27]1.[CH3:28][C:29](=[O:30])[OH:31].[CH3:32][c:33]1[cH:34][cH:35][cH:36][cH:37][cH:38]1>>[CH2:1]([CH2:2][CH2:3][CH3:4])[C:5]12[C:6](=[CH:21][C:20](=[O:22])[CH2:19][CH2:18]1)[c:7]1[cH:8][cH:9][c:10]([O:15][CH3:16])[cH:11][c:12]1[CH2:13][CH2:14]2. Starting materials: BrB(Br)Br, CCC1COC(c2ccc(-c3cc(Oc4cnc(S(C)(=O)=O)cn4)cc(OC(C)COC)c3)[nH]2)=N1, ClCCl, [Na+], [OH-]. The product is CCC1COC(c2ccc(-c3cc(Oc4cnc(S(C)(=O)=O)cn4)cc(OC(C)CO)c3)[nH]2)=N1. As a reaction SMILES: [B:36]([Br:37])([Br:38])[Br:39].[CH2:1]([CH3:2])[CH:3]1[N:4]=[C:5]([c:8]2[cH:9][cH:10][c:11](-[c:13]3[cH:14][c:15]([O:16][c:17]4[n:18][cH:19][c:20]([S:23](=[O:24])(=[O:25])[CH3:26])[n:21][cH:22]4)[cH:27][c:28]([O:30][CH:31]([CH2:32][O:33][CH3:34])[CH3:35])[cH:29]3)[nH:12]2)[O:6][CH2:7]1.[CH2:42]([Cl:43])[Cl:44].[Na+:41].[OH-:40]>>[CH2:1]([CH3:2])[CH:3]1[N:4]=[C:5]([c:8]2[cH:9][cH:10][c:11](-[c:13]3[cH:14][c:15]([O:16][c:17]4[n:18][cH:19][c:20]([S:23](=[O:24])(=[O:25])[CH3:26])[n:21][cH:22]4)[cH:27][c:28]([O:30][CH:31]([CH2:32][OH:33])[CH3:35])[cH:29]3)[nH:12]2)[O:6][CH2:7]1.